Dataset: the Open Reaction Database (ORD), a public repository of structured organic reaction records. Task: describe an organic reaction: reactants, conditions, products, and yield Reactants: C([O-])(O)=O (bicarbonate), C([O-])(O)=O (bicarbonate), C([O-])([O-])=O (carbonate), ( a ), colestipol carbonate, Cl.NCCNCCN (diethylene triamine hydrochloride). The product is [Cl-].NCCNCCN (diethylene triamine chloride), C([O-])([O-])=O (carbonate), C([O-])(O)=O (bicarbonate). As a reaction SMILES: [C:1](=[O:4])([OH:3])[O-:2].[ClH:5].[NH2:6][CH2:7][CH2:8][NH:9][CH2:10][CH2:11][NH2:12].[C:13](=[O:16])([O-:15])[O-:14]>>[Cl-:5].[NH2:6][CH2:7][CH2:8][NH:9][CH2:10][CH2:11][NH2:12].[C:1](=[O:2])([O-:4])[O-:3].[C:13](=[O:14])([OH:16])[O-:15] |f:1.2,4.5|. Procedure: The invention further discloses a process of making colestipol carbonate and/or bicarbonate salt comprising: (a) reacting diethylene triamine hydrochloride with carbonate and/or bicarbonate ions to form diethylene triamine chloride, carbonate and/or bicarbonate salt; (b) reacting and copolymerizing the diethylene triamine chloride, carbonate and/or bicarbonate salt obtained in step (a) with a copolymerizing agent, in the presence of sodium hydroxide to form a wet gel; (c) reducing the particle s... Reactants: NC=1N(C=C(N1)CCCCCC#C)C(=O)OC(C)(C)C (tert-butyl 2-amino-4-(hept-6-ynyl)-1H-imidazole-1-carboxylate), N(=[N+]=[N-])CCNC(C1=C(C=CC=C1)I)=O (N-(2-azidoethyl)-2-iodobenzamide). Yields the product NC=1N(C=C(N1)CCCCCC=1N=NN(C1)CCNC(C1=C(C=CC=C1)I)=O)C(=O)OC(C)(C)C (tert-butyl 2-amino-4-(5-(1-(2-(2-iodobenzamido)ethyl)-1H-1,2,3-triazol-4-yl)pentyl)-1H-imidazole-1-carboxylate). As a reaction SMILES: [NH2:1][C:2]1[N:3]([C:14]([O:16][C:17]([CH3:20])([CH3:19])[CH3:18])=[O:15])[CH:4]=[C:5]([CH2:7][CH2:8][CH2:9][CH2:10][CH2:11][C:12]#[CH:13])[N:6]=1.[N:21]([CH2:24][CH2:25][NH:26][C:27](=[O:35])[C:28]1[CH:33]=[CH:32][CH:31]=[CH:30][C:29]=1[I:34])=[N+:22]=[N-:23]>>[NH2:1][C:2]1[N:3]([C:14]([O:16][C:17]([CH3:20])([CH3:19])[CH3:18])=[O:15])[CH:4]=[C:5]([CH2:7][CH2:8][CH2:9][CH2:10][CH2:11][C:12]2[N:23]=[N:22][N:21]([CH2:24][CH2:25][NH:26][C:27](=[O:35])[C:28]3[CH:33]=[CH:32][CH:31]=[CH:30][C:29]=3[I:34])[CH:13]=2)[N:6]=1. Procedure details: tert-butyl 2-amino-4-(hept-6-ynyl)-1H-imidazole-1-carboxylate (0.083 g, 0.299 mmol) was reacted with N-(2-azidoethyl)-2-iodobenzamide (0.095 g, 0.299 mmol) following the general click procedure to give tert-butyl 2-amino-4-(5-(1-(2-(2-iodobenzamido)ethyl)-1H-1,2,3-triazol-4-yl)pentyl)-1H-imidazole-1-carboxylate 1H NMR (300 MHz, CDCl3) δ 7.74 (d, 2H), δ 7.57 (t, 1H), δ 7.36 (s, 1H), δ 7.22 (s, 2H0, δ 6.97 (m, 1H0, δ 6.39 (s, 1H), δ 5.97 (s, 2H), δ 4.48 (t, 2H0, δ 3.85 (m, 2H0, δ 2.44 (t, 2H), δ 2...